Task: describe an organic reaction: reactants, conditions, products, and yield. Dataset: the Open Reaction Database (ORD), a public repository of structured organic reaction records Starting materials: C(C)(C)[Si](C(C)C)(C(C)C)Cl (Triisopropylsilyl chloride), FC=1C=C(C=CC1F)O (3,4-difluorophenol), N1C=NC=C1 (imidazole). Run in CN(C=O)C (N,N-dimethylformamide), O (water). Conditions: time 8 hour. Yields the product FC=1C=C(O[Si](C(C)C)(C(C)C)C(C)C)C=CC1F ((3,4-difluorophenoxy)triisopropylsilane). The yield is 79.9%. RXN SMILES: [CH:1]([Si:4](Cl)([CH:8]([CH3:10])[CH3:9])[CH:5]([CH3:7])[CH3:6])([CH3:3])[CH3:2].[F:12][C:13]1[CH:14]=[C:15]([OH:20])[CH:16]=[CH:17][C:18]=1[F:19].N1C=CN=C1>CN(C)C=O.O>[F:12][C:13]1[CH:14]=[C:15]([CH:16]=[CH:17][C:18]=1[F:19])[O:20][Si:4]([CH:8]([CH3:10])[CH3:9])([CH:5]([CH3:7])[CH3:6])[CH:1]([CH3:3])[CH3:2]. Procedure details: Triisopropylsilyl chloride (166 mL, 961.5 mmol) was slowly added to a mixture of 3,4-difluorophenol (125 g, 961.5 mmol) and imidazole (65.4 g, 961.5 mmol) in N,N-dimethylformamide (500 mL), and the resulting solution stirred overnight at room temperature. The reaction mixture was diluted with water (1500 mL) and extracted with dichloromethane (3×300 mL). The combined organic layers washed with water (3×200 mL) and brine (2×200 mL), dried over anhydrous sodium sulfate, filtered, and concentrated ... The reactants are CCOC(=O)C1CC(O)CC1C(=O)NCC#N, CS(=O)(=O)O. The product is CCOC(=O)C1CC(OS(C)(=O)=O)CC1C(=O)NCC#N. Reaction SMILES: [CH2:1]([CH3:2])[O:3][C:4](=[O:5])[CH:6]1[CH:7]([C:12]([NH:13][CH2:14][C:15]#[N:16])=[O:17])[CH2:8][CH:9]([OH:11])[CH2:10]1.[CH3:18][S:19](=[O:20])(=[O:21])[OH:22]>>[CH2:1]([CH3:2])[O:3][C:4](=[O:5])[CH:6]1[CH:7]([C:12]([NH:13][CH2:14][C:15]#[N:16])=[O:17])[CH2:8][CH:9]([O:11][S:19]([CH3:18])(=[O:20])=[O:21])[CH2:10]1. Reactants: [H-].[Al+3].[Li+].[H-].[H-].[H-] (Lithium aluminum hydride), C(C)(C)(C)OC(NC(C)(C)C(N(C)OC)=O)=O ([1-(methoxy-methyl-carbamoyl)-1-methyl-ethyl]-carbamic acid tert-butyl ester), C(C)(C)(C)OC(NC(C)(C)C(N(C)OC)=O)=O ([1-(methoxy-methyl-carbamoyl)-1-methyl-ethyl]-carbamic acid tert-butyl ester). The solvent is C(C)OCC (diethyl ether). Run at time 5 minute. Yields the product C(C)(C)(C)OC(NC(C=O)(C)C)=O ((1,1-dimethyl-2-oxo-ethyl)-carbamic acid tert-butyl ester). Isolated yield 90.8%. RXN SMILES: [H-].[Al+3].[Li+].[H-].[H-].[H-].[C:7]([O:11][C:12](=[O:23])[NH:13][C:14]([C:17](=[O:22])N(OC)C)([CH3:16])[CH3:15])([CH3:10])([CH3:9])[CH3:8]>C(OCC)C>[C:7]([O:11][C:12](=[O:23])[NH:13][C:14]([CH3:16])([CH3:15])[CH:17]=[O:22])([CH3:10])([CH3:8])[CH3:9] |f:0.1.2.3.4.5|. Procedure: Lithium aluminum hydride (7.8 g) was added to a stirred solution of [1-(methoxy-methyl-carbamoyl)-1-methyl-ethyl]-carbamic acid tert-butyl ester (compound L; 42.0 g) in dry diethyl ether (1.5 L) at −40° C. Then stirred at that temperature for about 5 min. Excess LiAlH4 was quenched with a solution of potassium hydrogen sulfate in water. The resulting mixture was partitioned between EtOAc and 3M aqueous HCl. The organic layer was washed with sat. aqueous NaHCO3, dried over Na2SO4, filtered, and c... Starting materials: CC(COCc1ccccc1)C(OC(=O)OCC(Cl)(Cl)Cl)C(C)C(=O)C(C)(C)C(=O)CC(=O)OC(C)(C)C, CO, Cl. Yields the product CC(COCc1ccccc1)C(OC(=O)OCC(Cl)(Cl)Cl)C(C)C(=O)C(C)(C)C(O)CC(=O)OC(C)(C)C. RXN SMILES: [C:2]([CH3:3])([CH3:4])([CH3:5])[O:6][C:7]([CH2:8][C:9]([C:10]([C:11]([CH:12]([CH:13]([CH:14]([CH2:15][O:16][CH2:17][c:18]1[cH:19][cH:20][cH:21][cH:22][cH:23]1)[CH3:24])[O:25][C:26](=[O:27])[O:28][CH2:29][C:30]([Cl:31])([Cl:32])[Cl:33])[CH3:34])=[O:35])([CH3:36])[CH3:37])=[O:38])=[O:39].[CH3:40][OH:41].[ClH:1]>>[C:2]([CH3:3])([CH3:4])([CH3:5])[O:6][C:7]([CH2:8][CH:9]([C:10]([C:11]([CH:12]([CH:13]([CH:14]([CH2:15][O:16][CH2:17][c:18]1[cH:19][cH:20][cH:21][cH:22][cH:23]1)[CH3:24])[O:25][C:26](=[O:27])[O:28][CH2:29][C:30]([Cl:31])([Cl:32])[Cl:33])[CH3:34])=[O:35])([CH3:36])[CH3:37])[OH:38])=[O:39].